From a dataset of the Open Reaction Database (ORD), a public repository of structured organic reaction records. describe an organic reaction: reactants, conditions, products, and yield The reactants are ClC1=CC=C(C=C1)C=1C=C2C(=NC1)N(C=C2C(=O)C=2C(=C(C=CC2F)NS(=O)(=O)CCC)F)C(C2=C(C=CC=C2Cl)Cl)=O (N-[3-[5-(4-chlorophenyl)-1-(2,6-dichlorobenzoyl)pyrrolo[2,3-b]pyridine-3-carbonyl]-2,4-difluoro-phenyl]propane-1-sulfonamide), C1CCOC1 (THF), N (ammonia). Solvent: CO (methanol). Yields the product ClC1=CC=C(C=C1)C=1C=C2C(=NC1)NC=C2C(=O)C=2C(=C(C=CC2F)NS(=O)(=O)CCC)F (N-[3-[5-(4-chlorophenyl)-1H-pyrrolo[2,3-b]pyridine-3-carbonyl]-2,4-difluoro-phenyl]propane-1-sulfonamide). The yield is 74.0%. RXN SMILES: [Cl:1][C:2]1[CH:7]=[CH:6][C:5]([C:8]2[CH:9]=[C:10]3[C:16]([C:17]([C:19]4[C:20]([F:33])=[C:21]([NH:26][S:27]([CH2:30][CH2:31][CH3:32])(=[O:29])=[O:28])[CH:22]=[CH:23][C:24]=4[F:25])=[O:18])=[CH:15][N:14](C(=O)C4C(Cl)=CC=CC=4Cl)[C:11]3=[N:12][CH:13]=2)=[CH:4][CH:3]=1.C1COCC1.N>CO>[Cl:1][C:2]1[CH:7]=[CH:6][C:5]([C:8]2[CH:9]=[C:10]3[C:16]([C:17]([C:19]4[C:20]([F:33])=[C:21]([NH:26][S:27]([CH2:30][CH2:31][CH3:32])(=[O:28])=[O:29])[CH:22]=[CH:23][C:24]=4[F:25])=[O:18])=[CH:15][NH:14][C:11]3=[N:12][CH:13]=2)=[CH:4][CH:3]=1. Procedure: Crude compound 9 and THF (6 L) were added to a 12 L round-bottom flask and stirred until the clear solution was obtained. A solution of ammonia in methanol (1.24 L; 7M) was added and stirred for 24 h at 28-35° C. The reaction mixture was concentrated to near dryness after with methanol was added and concentrated at 45-50° C. The separated solid was filtered and dried at 45-50° C. under vacuum to obtain crude compound 10 (601.7 g; Purity=≧95%; Yield=85.4%). Recrystallization of the crude in aceto... The reactants are C=CC(O)C(C)(NC=O)C(=O)OC, C=CC1OC=NC1(C)C(=O)OC, CCOP(OCC)OCC, O=S(Br)Br. RXN SMILES: [CH3:13][O:14][C:15](=[O:16])[C:17]([NH:18][CH:19]=[O:20])([CH3:21])[CH:22]([OH:23])[CH:24]=[CH2:25].[CH3:1][O:2][C:3](=[O:4])[C:5]1([CH3:12])[N:6]=[CH:7][O:8][CH:9]1[CH:10]=[CH2:11].[P:30]([O:31][CH2:32][CH3:33])([O:34][CH2:35][CH3:36])[O:37][CH2:38][CH3:39].[S:26]([Br:27])([Br:28])=[O:29]>>[CH3:1][O:2][C:3](=[O:4])[C:5]([CH:6]=[CH:7][CH2:8][P:30]([O:31][CH2:32][CH3:33])([O:34][CH2:35][CH3:36])=[O:37])([NH:9][CH:10]=[O:11])[CH3:12]. Yields the product CCOP(=O)(CC=CC(C)(NC=O)C(=O)OC)OCC.